This data is from the Open Reaction Database (ORD), a public repository of structured organic reaction records. The task is: describe an organic reaction: reactants, conditions, products, and yield Conditions: time 2 hour. Reported procedure: A mixture of 4-(3-methyl-2-butenoxy)phenol (1.64 g, 9.2 mmol), ethyl 2-chloroethylcarbamate (1.81 g, 11.9 mmol), and potassium carbonate (2.54 g, 18.4 mmol) in 20 ml of dimethylformamide (DMF)is heated at 85° for 18 hours. The reaction mixture is cooled to room temperature (RT), poured into water and extracted with ether. The combined ether extracts are washed with water until neutral followed with brine and dried over calcium sulfate. The solvent was removed in vacuo and the residue was placed ... Reaction SMILES: [CH3:1][C:2]([CH3:13])=[CH:3][CH2:4][O:5][C:6]1[CH:11]=[CH:10][C:9]([OH:12])=[CH:8][CH:7]=1.Cl[CH2:15][CH2:16][NH:17][C:18](=[O:22])[O:19][CH2:20][CH3:21].C(=O)([O-])[O-].[K+].[K+]>O>[CH3:1][C:2]([CH3:13])=[CH:3][CH2:4][O:5][C:6]1[CH:7]=[CH:8][C:9]([O:12][CH2:15][CH2:16][NH:17][C:18](=[O:22])[O:19][CH2:20][CH3:21])=[CH:10][CH:11]=1 |f:2.3.4|. Yields the product CC(=CCOC1=CC=C(OCCNC(OCC)=O)C=C1)C (ethyl N-{2-[4-(3-methyl-2-butenoxy)phenoxy]ethyl}carbamate), compound 1. Run in dimethylformamide (DMF)is, O (water). Reactants: CC(=CCOC1=CC=C(C=C1)O)C (4-(3-methyl-2-butenoxy)phenol), ClCCNC(OCC)=O (ethyl 2-chloroethylcarbamate), C([O-])([O-])=O.[K+].[K+] (potassium carbonate). Reactants: ClC1=CC=C(C=C1)C=1N(N=C2CCNCCC12)CCN(C)C ({2-[3-(4-chloro-phenyl)-5,6,7,8-tetrahydro-4H-1,2,6-triaza-azulen-2-yl]-ethyl}-dimethyl-amine), C(C)(C)(C)OC(=O)N1CCC=2C(=NNC2CC1)C1=CC=C(C=C1)Cl (3-(4-chloro-phenyl)-4,5,7,8-tetrahydro-1H-1,2,6-triaza-azulene-6-carboxylic acid tert-butyl ester), Cl.ClCCN(C)C ((2-chloro-ethyl)-dimethyl-amine hydrogen chloride). The product is ClC1=CC=C(C=C1)C1=NN(C=2CCNCCC12)CCN(C)C ({2-[3-(4-Chloro-phenyl)-5,6,7,8-tetrahydro-4H-1,2,6-triaza-azulen-1-yl]-ethyl}-dimethyl-amine), mixture. RXN SMILES: C(OC([N:8]1[CH2:17][CH2:16][C:15]2[NH:14][N:13]=[C:12]([C:18]3[CH:23]=[CH:22][C:21]([Cl:24])=[CH:20][CH:19]=3)[C:11]=2[CH2:10][CH2:9]1)=O)(C)(C)C.Cl.Cl[CH2:27][CH2:28][N:29]([CH3:31])[CH3:30].ClC1C=CC(C2N(CCN(C)C)N=C3C=2CCNCC3)=CC=1>>[Cl:24][C:21]1[CH:20]=[CH:19][C:18]([C:12]2[C:11]3[CH2:10][CH2:9][NH:8][CH2:17][CH2:16][C:15]=3[N:14]([CH2:27][CH2:28][N:29]([CH3:31])[CH3:30])[N:13]=2)=[CH:23][CH:22]=1 |f:1.2|. Reported procedure: The title compound was prepared from 3-(4-chloro-phenyl)-4,5,7,8-tetrahydro-1H-1,2,6-triaza-azulene-6-carboxylic acid tert-butyl ester (Example 103, Step B; 0.33 mmol) using (2-chloro-ethyl)-dimethyl-amine hydrogen chloride (0.66 mmol) in place of chloro-cyclobutane. The title compound was obtained as a 2:1 mixture (10 mg) with {2-[3-(4-chloro-phenyl)-5,6,7,8-tetrahydro-4H-1,2,6-triaza-azulen-2-yl]-ethyl}-dimethyl-amine. Data for the mixture: MS (ESI): exact mass calculated for C17H23ClN4, 318.1... The reactants are C(C1=CC=CC=C1)OC(NC1(CCN(CC1)C1=NC=CC(=N1)C(F)(F)F)C)=O ((4-methyl-1-(4-trifluoromethyl-pyrimidin-2-yl)-piperidin-4-yl)-carbamic acid benzyl ester), I[Si](C)(C)C (iodotrimethysilane). Solvent: C(C)#N (acetonitrile). Reaction conditions: temperature 50 celsius, time 30 minute. The product is CC1(CCN(CC1)C1=NC=CC(=N1)C(F)(F)F)N (4-Methyl-1-(4-trifluoromethyl-pyrimidin-2-yl)-piperidin-4-ylamine). As a reaction SMILES: C(OC(=O)[NH:10][C:11]1([CH3:27])[CH2:16][CH2:15][N:14]([C:17]2[N:22]=[C:21]([C:23]([F:26])([F:25])[F:24])[CH:20]=[CH:19][N:18]=2)[CH2:13][CH2:12]1)C1C=CC=CC=1.I[Si](C)(C)C>C(#N)C>[CH3:27][C:11]1([NH2:10])[CH2:12][CH2:13][N:14]([C:17]2[N:22]=[C:21]([C:23]([F:26])([F:25])[F:24])[CH:20]=[CH:19][N:18]=2)[CH2:15][CH2:16]1. Procedure details: To a stirred solution of (4-methyl-1-(4-trifluoromethyl-pyrimidin-2-yl)-piperidin-4-yl)-carbamic acid benzyl ester (0.060 g, 0.17 mmol) in acetonitrile (1.0 mL) at room temperature was added iodotrimethysilane (0.04 mL, 0.25 mmol). The reaction mixture was stirred at 50° C. for 30 minutes, concentrated under reduced pressure and purified by flash chromatography with 3% methanol in dichloromethane to provide the titled compound. MS (CI) m/z 261 (M+1)+; 1H NMR (300 MHz, methanol-d4) δ ppm 8.61 (d,... Procedure: Under a hydrogen pressure of 3.2 kg/cm2 and in the presence of 4.4 g of palladium on carbon (10% Pd), a solution of 4.4 g (0.091 mole) of benzyl 1'-methyl-6-(2-phenylacetamido)-spiro[penam-2,4'-piperidine]-3-carboxylate prepared in I.1.a) in 800 ml of ethanol are hydrogenolyzed in a Parr's apparatus for 1 hour. After filtering, the precipitate is digested in 1.5 liter of a 9:1 v/v methanol-water mixture for 1 hour. Evaporation of the filtrate to dryness gives 1.6 g of 1'-methyl-6-(2-phenylacetam... Isolated yield 4.5%. Conditions: time 1 hour. Starting materials: CN1CCC2(CC1)S[C@H]1N(C2C(=O)OCC2=CC=CC=C2)C(C1NC(CC1=CC=CC=C1)=O)=O (benzyl 1'-methyl-6-(2-phenylacetamido)-spiro[penam-2,4'-piperidine]-3-carboxylate). Product: CN1CCC2(CC1)S[C@H]1N(C2C(=O)O)C(C1NC(CC1=CC=CC=C1)=O)=O (1'-methyl-6-(2-phenylacetamido)-spiro[penam-2,4'-piperidine]-3-carboxylic acid). Reagents/catalysts: [Pd] (palladium on carbon). Solvent: C(C)O (ethanol). As a reaction SMILES: [CH3:1][N:2]1[CH2:7][CH2:6][C:5]2([CH:11]([C:12]([O:14]CC3C=CC=CC=3)=[O:13])[N:10]3[C:22](=[O:34])[CH:23]([NH:24][C:25](=[O:33])[CH2:26][C:27]4[CH:32]=[CH:31][CH:30]=[CH:29][CH:28]=4)[C@H:9]3[S:8]2)[CH2:4][CH2:3]1>[Pd].C(O)C>[CH3:1][N:2]1[CH2:7][CH2:6][C:5]2([CH:11]([C:12]([OH:14])=[O:13])[N:10]3[C:22](=[O:34])[CH:23]([NH:24][C:25](=[O:33])[CH2:26][C:27]4[CH:32]=[CH:31][CH:30]=[CH:29][CH:28]=4)[C@H:9]3[S:8]2)[CH2:4][CH2:3]1. Reactants: C1(=CC=CC=C1)C1C(C1)C(=O)N=C=S (2-Phenyl-1-cyclopropanecarbonyl isothiocyanate), C1(=CC=CC=C1)C1C(C1)C(=O)Cl (2-phenyl-1-cyclopropanecarbonyl chloride), ClC=1C=C(N)C=CC1OC1=CC=NC2=CC(=C(C=C12)OC)OC (3-Chloro-4-[(6,7-dimethoxy-4-quinolyl)oxy]aniline), C1(=CC=CC=C1)C (toluene). Run in C(C)O (ethanol), C(C)O (ethanol). Run at time 2 hour. Product: C1(=CC=CC=C1)C1C(C1)C(=O)N=C=S (2-Phenyl-1-cyclopropanecarbonyl isothiocyanate), ClC=1C=C(C=CC1OC1=CC=NC2=CC(=C(C=C12)OC)OC)NC(=S)NC(=O)C1C(C1)C1=CC=CC=C1 (N-{3-Chloro-4-[(6,7-dimethoxy-4-quinolyl)oxy]phenyl}-N′-[(2-phenylcyclopropyl)carbonyl]thiourea). The yield is 60.0%. As a reaction SMILES: C1(C2CC2C(Cl)=O)C=CC=CC=1.[C:13]1([CH:19]2[CH2:21][CH:20]2[C:22]([N:24]=[C:25]=[S:26])=[O:23])[CH:18]=[CH:17][CH:16]=[CH:15][CH:14]=1.[Cl:27][C:28]1[CH:29]=[C:30]([CH:32]=[CH:33][C:34]=1[O:35][C:36]1[C:45]2[C:40](=[CH:41][C:42]([O:48][CH3:49])=[C:43]([O:46][CH3:47])[CH:44]=2)[N:39]=[CH:38][CH:37]=1)[NH2:31].C1(C)C=CC=CC=1>C(O)C>[C:13]1([CH:19]2[CH2:21][CH:20]2[C:22]([N:24]=[C:25]=[S:26])=[O:23])[CH:18]=[CH:17][CH:16]=[CH:15][CH:14]=1.[Cl:27][C:28]1[CH:29]=[C:30]([NH:31][C:25]([NH:24][C:22]([CH:20]2[CH2:21][CH:19]2[C:13]2[CH:18]=[CH:17][CH:16]=[CH:15][CH:14]=2)=[O:23])=[S:26])[CH:32]=[CH:33][C:34]=1[O:35][C:36]1[C:45]2[C:40](=[CH:41][C:42]([O:48][CH3:49])=[C:43]([O:46][CH3:47])[CH:44]=2)[N:39]=[CH:38][CH:37]=1. Procedure details: 2-Phenyl-1-cyclopropanecarbonyl isothiocyanate was prepared using commercially available 2-phenyl-1-cyclopropanecarbonyl chloride (80 mg) as a starting compound according to the description of the literature. 2-Phenyl-1-cyclopropanecarbonyl isothiocyanate was dissolved in ethanol (1 ml) to prepare a solution. 3-Chloro-4-[(6,7-dimethoxy-4-quinolyl)oxy]aniline (50 mg), toluene (5 ml), and ethanol (1 ml) were added to the solution, and the mixture was stirred at room temperature for 2 hr. The react...